This data is from the Open Reaction Database (ORD), a public repository of structured organic reaction records. The task is: describe an organic reaction: reactants, conditions, products, and yield Starting materials: O=C([O-])[O-], COc1cc(C=O)cc(O)c1OC, ClCCOCCOCCCl, [Cs+], [Cs+], CN(C)C=O, O. The product is COc1cc(C=O)cc(OCCOCCOCCCl)c1OC. As a reaction SMILES: [C:24](=[O:25])([O-:26])[O-:27].[CH3:1][O:2][c:3]1[c:4]([OH:13])[cH:5][c:6]([CH:7]=[O:8])[cH:9][c:10]1[O:11][CH3:12].[Cl:14][CH2:15][CH2:16][O:17][CH2:18][CH2:19][O:20][CH2:21][CH2:22][Cl:23].[Cs+:28].[Cs+:29].[O:31]=[CH:32][N:33]([CH3:34])[CH3:35].[OH2:30]>>[CH3:1][O:2][c:3]1[c:4]([O:13][CH2:15][CH2:16][O:17][CH2:18][CH2:19][O:20][CH2:21][CH2:22][Cl:23])[cH:5][c:6]([CH:7]=[O:8])[cH:9][c:10]1[O:11][CH3:12]. Reaction SMILES: [CH3:1][O:2][C:3]1[CH:8]=[C:7]([O:9][CH3:10])[N:6]=[C:5]([N:11]2[CH2:18][CH:17]3[CH:13]([CH2:14][NH:15][CH2:16]3)[CH2:12]2)[N:4]=1.[C:19]1([C:25]2[C:26]([C:31](O)=[O:32])=[N:27][CH:28]=[CH:29][CH:30]=2)[CH:24]=[CH:23][CH:22]=[CH:21][CH:20]=1>>[CH3:1][O:2][C:3]1[CH:8]=[C:7]([O:9][CH3:10])[N:6]=[C:5]([N:11]2[CH2:18][CH:17]3[CH2:16][N:15]([C:31]([C:26]4[C:25]([C:19]5[CH:24]=[CH:23][CH:22]=[CH:21][CH:20]=5)=[CH:30][CH:29]=[CH:28][N:27]=4)=[O:32])[CH2:14][CH:13]3[CH2:12]2)[N:4]=1. Reactants: COC1=NC(=NC(=C1)OC)N1CC2CNCC2C1 (2-(4,6-Dimethoxy-pyrimidin-2-yl)-octahydro-pyrrolo[3,4-c]pyrrole), C1(=CC=CC=C1)C=1C(=NC=CC1)C(=O)O (3-phenyl-pyridine-2-carboxylic acid). Procedure: The title compound was prepared in a manner analogous to Example 15 utilizing Intermediate 39 and 3-phenyl-pyridine-2-carboxylic acid. MS (ESI): mass calculated for C24H25N5O3, 431.50; m/z found 432.3 [M+H]+. The product is COC1=NC(=NC(=C1)OC)N1CC2C(C1)CN(C2)C(=O)C2=NC=CC=C2C2=CC=CC=C2 ([5-(4,6-Dimethoxy-pyrimidin-2-yl)-hexahydro-pyrrolo[3,4-c]pyrrol-2-yl]-(3-phenyl-pyridin-2-yl)-methanone).